From a dataset of the Open Reaction Database (ORD), a public repository of structured organic reaction records. describe an organic reaction: reactants, conditions, products, and yield Starting materials: OC(c1cc(Br)nc2ccccc12)C1CCCCC1, Cl, C1COCCO1, O. Product: Oc1cc(C(O)C2CCCCC2)c2ccccc2n1. As a reaction SMILES: [Br:1][c:2]1[n:3][c:4]2[cH:5][cH:6][cH:7][cH:8][c:9]2[c:10]([CH:12]([OH:13])[CH:14]2[CH2:15][CH2:16][CH2:17][CH2:18][CH2:19]2)[cH:11]1.[ClH:20].[O:21]1[CH2:22][CH2:23][O:24][CH2:25][CH2:26]1.[OH2:27]>>[c:2]1([OH:21])[n:3][c:4]2[cH:5][cH:6][cH:7][cH:8][c:9]2[c:10]([CH:12]([OH:13])[CH:14]2[CH2:15][CH2:16][CH2:17][CH2:18][CH2:19]2)[cH:11]1. Reaction SMILES: [C:30]([BH3-:31])#[N:32].[CH2:1]([CH3:2])[N:3]([CH2:4][CH2:5][CH2:6][CH2:7][N:8]([CH2:9][CH2:10][CH3:11])[CH2:12][CH2:13][CH3:14])[CH2:15][c:16]1[cH:17][cH:18][c:19]([CH2:22][NH:23][CH2:24][c:25]2[nH:26][cH:27][cH:28][n:29]2)[cH:20][cH:21]1.[CH3:34][C:35](=[O:36])[OH:37].[CH3:38][n:39]1[c:40]([CH:44]=[O:45])[n:41][cH:42][cH:43]1.[CH3:46][OH:47].[Na+:33]>>[CH2:1]([CH3:2])[N:3]([CH2:4][CH2:5][CH2:6][CH2:7][N:8]([CH2:9][CH2:10][CH3:11])[CH2:12][CH2:13][CH3:14])[CH2:15][c:16]1[cH:17][cH:18][c:19]([CH2:22][N:23]([CH2:24][c:25]2[n:26][cH:27][cH:28][nH:29]2)[CH2:44][c:40]2[n:39]([CH3:38])[cH:43][cH:42][n:41]2)[cH:20][cH:21]1. The product is CCCN(CCC)CCCCN(CC)Cc1ccc(CN(Cc2ncc[nH]2)Cc2nccn2C)cc1. Reactants: [BH3-]C#N, CCCN(CCC)CCCCN(CC)Cc1ccc(CNCc2ncc[nH]2)cc1, CC(=O)O, Cn1ccnc1C=O, CO, [Na+]. Yield: 44.9%. As a reaction SMILES: [CH2:1]([O:8][C:9]([NH:11][C@H:12]1[CH2:17][CH2:16][C@@H:15]([NH:18][C:19](=[O:25])[O:20][C:21]([CH3:24])([CH3:23])[CH3:22])[CH2:14][C@H:13]1[C:26](=[S:28])[NH2:27])=[O:10])[C:2]1[CH:7]=[CH:6][CH:5]=[CH:4][CH:3]=1.Cl[CH2:30][C:31](=O)[CH3:32]>C1C=CC=CC=1>[CH2:1]([O:8][C:9]([NH:11][C@H:12]1[CH2:17][CH2:16][C@@H:15]([NH:18][C:19](=[O:25])[O:20][C:21]([CH3:24])([CH3:23])[CH3:22])[CH2:14][C@H:13]1[C:26]1[S:28][CH:30]=[C:31]([CH3:32])[N:27]=1)=[O:10])[C:2]1[CH:3]=[CH:4][CH:5]=[CH:6][CH:7]=1. Reaction conditions: temperature 75 celsius. Reactants: C(C1=CC=CC=C1)OC(=O)N[C@@H]1[C@@H](C[C@@H](CC1)NC(OC(C)(C)C)=O)C(N)=S (tert-butyl (1R,3R,4S)-4-((benzyloxycarbonyl)amino)-3-carbamothioylcyclohexylcarbamate), ClCC(C)=O (chloroacetone). Run in C1=CC=CC=C1 (benzene). The product is C(C1=CC=CC=C1)OC(=O)N[C@@H]1[C@@H](C[C@@H](CC1)NC(OC(C)(C)C)=O)C=1SC=C(N1)C (tert-butyl (1R,3R,4S)-4-((benzyloxycarbonyl)amino)-3-(4-methylthiazol-2-yl)cyclohexylcarbamate). Procedure details: To a solution of tert-butyl (1R,3R,4S)-4-((benzyloxycarbonyl)amino)-3-carbamothioylcyclohexylcarbamate (0.5 g, 0.0012 mol) in dry benzene (20 mL) under nitrogen was added chloroacetone (0.34 g, 0.0036 mol) and the reaction mixture was heated at 75° C. over night. Benzene was removed under vacuum and the crude was extracted with ethyl acetate. The organic layer was washed with brine, concentrated and purified by recrystallisation from ether to give 0.24 g (44%) of tert-butyl (1R,3R,4S)-4-((benzyl... Reactants: CCN=C=NCCCN(C)C.Cl (EDCI.HCl), CCN(C(C)C)C(C)C (DIPEA), C1(=CC=CC=C1)C1=CC(=NN1)C(=O)O (5-phenyl-1H-pyrazole-3-carboxylic acid), C=1C=CC2=C(C1)N=NN2O (HOBt), Cl.NCC(=O)N1CCC(CC1)OC1=C(C=CC(=C1)C(F)(F)F)F (2-amino-1-[4-(2-fluoro-5-trifluoromethyl-phenoxy)-piperidin-1-yl]-ethanone hydrochloride). Solvent: O (water), CN(C)C=O (DMF). Reaction conditions: time 8 hour. Product: FC1=C(OC2CCN(CC2)C(CNC(=O)C2=NNC(=C2)C2=CC=CC=C2)=O)C=C(C=C1)C(F)(F)F (5-phenyl-1H-pyrazole-3-carboxylic acid {2-[4-(2-fluoro-5-trifluoromethyl-phenoxy)-piperidin-1-yl]-2-oxo-ethyl}-amide). Isolated yield 80.9%. As a reaction SMILES: CCN(C(C)C)C(C)C.[C:10]1([C:16]2[NH:20][N:19]=[C:18]([C:21]([OH:23])=O)[CH:17]=2)[CH:15]=[CH:14][CH:13]=[CH:12][CH:11]=1.C1C=CC2N(O)N=NC=2C=1.CCN=C=NCCCN(C)C.Cl.Cl.[NH2:47][CH2:48][C:49]([N:51]1[CH2:56][CH2:55][CH:54]([O:57][C:58]2[CH:63]=[C:62]([C:64]([F:67])([F:66])[F:65])[CH:61]=[CH:60][C:59]=2[F:68])[CH2:53][CH2:52]1)=[O:50]>CN(C=O)C.O>[F:68][C:59]1[CH:60]=[CH:61][C:62]([C:64]([F:65])([F:67])[F:66])=[CH:63][C:58]=1[O:57][CH:54]1[CH2:55][CH2:56][N:51]([C:49](=[O:50])[CH2:48][NH:47][C:21]([C:18]2[CH:17]=[C:16]([C:10]3[CH:11]=[CH:12][CH:13]=[CH:14][CH:15]=3)[NH:20][N:19]=2)=[O:23])[CH2:52][CH2:53]1 |f:3.4,5.6|. Procedure: DIPEA (110 mg, 0.85 mmol) was added to a stirred solution of 5-phenyl-1H-pyrazole-3-carboxylic acid (50 mg, 0.24 mmol) in DMF (2 mL) followed by HOBt (33 mg, 0.24 mmol) and EDCI.HCl (49 mg, 0.25 mmol). After 2 minutes 2-amino-1-[4-(2-fluoro-5-trifluoromethyl-phenoxy)-piperidin-1-yl]-ethanone hydrochloride (prepared according to Step 1 and 5 of the General Scheme) was added to the reaction mixture and stirring was continued at ambient temperature overnight. The reaction mixture was diluted with c... Starting materials: C(C1=CC=CC=C1)OC=1C=CC(=C(C(=O)N)C1)[N+](=O)[O-] (5-benzyloxy-2-nitrobenzamide), NC1=C(C=C(C=C1)O)F (4-amino-3-fluorophenol). The product is NC1=C(C(=O)N)C=C(C=C1)O (2-amino-5-hydroxybenzamide). The yield is 17.6%. Reaction SMILES: C([O:8][C:9]1[CH:10]=[CH:11][C:12]([N+:18]([O-])=O)=[C:13]([CH:17]=1)[C:14]([NH2:16])=[O:15])C1C=CC=CC=1.NC1C=CC(O)=CC=1F>>[NH2:18][C:12]1[CH:11]=[CH:10][C:9]([OH:8])=[CH:17][C:13]=1[C:14]([NH2:16])=[O:15]. Procedure details: This compound was prepared from 5-benzyloxy-2-nitrobenzamide (2.7 g, 56 mmol) in the manner described for 4-amino-3-fluorophenol, affording 1.5 g (99%) of 2-amino-5-hydroxybenzamide. 1H-NMR (CDCl3) δ 7.41 (d, J=8.1 Hz, 1H), 7.16 (dd, J=8.1, 1.6 Hz, 1H), 7.13 (d, J=1, 6 Hz, 1H), 3.93 (s, 3H); MS GC-MS (M+=211, RT=6.15 min). Starting materials: COC([C@@H](NC([C@H]1N(CCC1)S(=O)(=O)C1=CC=C(C=C1)C)=O)CC1=CC=C(C=C1)O)=O (N-(toluene-4-sulfonyl)-L-prolyl-L-tyrosine methyl ester), 3-(N-benzyl,N-methyl)aminopropyl chloride, C([O-])([O-])=O.[K+].[K+] (potassium carbonate), [I-].[Na+] (sodium iodide), CC(CC)=O (2-butanone). The product is COC([C@@H](NC([C@H]1N(CCC1)S(=O)(=O)C1=CC=C(C=C1)C)=O)CC1=CC=C(C=C1)OCCCN(CC1=CC=CC=C1)C)=O (N-(Toluene-4-sulfonyl)-L-prolyl-4-[3-(N-methyl-N-benzylamino)propoxy]-L-phenylalanine Methyl Ester). RXN SMILES: [CH3:1][O:2][C:3](=[O:31])[C@H:4]([CH2:23][C:24]1[CH:29]=[CH:28][C:27]([OH:30])=[CH:26][CH:25]=1)[NH:5][C:6](=[O:22])[C@@H:7]1[CH2:11][CH2:10][CH2:9][N:8]1[S:12]([C:15]1[CH:20]=[CH:19][C:18]([CH3:21])=[CH:17][CH:16]=1)(=[O:14])=[O:13].C(=O)([O-])[O-].[K+].[K+].[I-].[Na+].[CH3:40][C:41](=O)[CH2:42][CH3:43]>>[CH3:1][O:2][C:3](=[O:31])[C@H:4]([CH2:23][C:24]1[CH:29]=[CH:28][C:27]([O:30][CH2:24][CH2:23][CH2:4][N:5]([CH3:6])[CH2:40][C:41]2[CH:11]=[CH:10][CH:9]=[CH:43][CH:42]=2)=[CH:26][CH:25]=1)[NH:5][C:6](=[O:22])[C@@H:7]1[CH2:11][CH2:10][CH2:9][N:8]1[S:12]([C:15]1[CH:20]=[CH:19][C:18]([CH3:21])=[CH:17][CH:16]=1)(=[O:13])=[O:14] |f:1.2.3,4.5|. Procedure details: The title compound was prepared via O-alkylation of N-(toluene-4-sulfonyl)-L-prolyl-L-tyrosine methyl ester with 3-(N-benzyl,N-methyl)aminopropyl chloride in refluxing 2-butanone in the presence of potassium carbonate and sodium iodide to provide a solid, mp=60-70° C. Starting materials: ice, FC=1C=C(C=CC1)CC(=O)O (3-fluorophenyl acetic acid), CO (methanol). Solvent: C1CCOC1 (THF). The product is FC=1C=C(C=CC1)CCO (2-(3-fluorophenyl)ethanol). RXN SMILES: [F:1][C:2]1[CH:3]=[C:4]([CH2:8][C:9](O)=[O:10])[CH:5]=[CH:6][CH:7]=1.CO>C1COCC1>[F:1][C:2]1[CH:3]=[C:4]([CH2:8][CH2:9][OH:10])[CH:5]=[CH:6][CH:7]=1. Procedure details: Borane-dimethyl sulfide complex (9.15 ml, 96.5 mmol) is added dropwise and then faster as gas evolution slowed, to an ice-cooled mixture of 3-fluorophenyl acetic acid (XXXIX, 4.96 g, 32.2 mmol) in THF (30 ml). After 2 hr methanol is added dropwise over the course of several hours. The solvents are then removed under reduced pressure and methanol is again added and removed under reduced pressure. The methanol addition/removal is repeated three times and then the residue is partitioned between dic...